Dataset: the Open Reaction Database (ORD), a public repository of structured organic reaction records. Task: describe an organic reaction: reactants, conditions, products, and yield The reactants are C1CCOC1, CCOC(C)=O, COc1cccc(OC)c1-c1ccccc1P(C1CCCCC1)C1CCCCC1, O=Cc1ccc(Cl)c(OC(F)(F)F)c1, COc1ccc(F)c(B(O)O)c1, [K+], [K+], [K+], CC(=O)[O-], CC(=O)[O-], CN(C)C=O, O=P([O-])([O-])[O-], [Pd+2]. Product: COc1ccc(F)c(-c2ccc(C=O)cc2OC(F)(F)F)c1. As a reaction SMILES: [CH2:79]1[O:80][CH2:81][CH2:82][CH2:83]1.[CH3:64][CH2:65][O:66][C:67]([CH3:68])=[O:69].[CH:35]1([P:36]([CH:37]2[CH2:38][CH2:39][CH2:40][CH2:41][CH2:42]2)[c:43]2[cH:44][cH:45][cH:46][cH:47][c:48]2-[c:49]2[c:50]([O:51][CH3:52])[cH:53][cH:54][cH:55][c:56]2[O:57][CH3:58])[CH2:59][CH2:60][CH2:61][CH2:62][CH2:63]1.[Cl:1][c:2]1[c:3]([O:10][C:11]([F:12])([F:13])[F:14])[cH:4][c:5]([CH:6]=[O:7])[cH:8][cH:9]1.[F:15][c:16]1[c:17]([B:24]([OH:25])[OH:26])[cH:18][c:19]([O:22][CH3:23])[cH:20][cH:21]1.[K+:32].[K+:33].[K+:34].[O-:71][C:72]([CH3:73])=[O:74].[O-:75][C:76]([CH3:77])=[O:78].[O:84]=[CH:85][N:86]([CH3:87])[CH3:88].[P:27]([O-:28])([O-:29])([O-:30])=[O:31].[Pd+2:70]>>[c:2]1(-[c:17]2[c:16]([F:15])[cH:21][cH:20][c:19]([O:22][CH3:23])[cH:18]2)[c:3]([O:10][C:11]([F:12])([F:13])[F:14])[cH:4][c:5]([CH:6]=[O:7])[cH:8][cH:9]1. Reactants: C1CO1 (ethylene oxide), CON=C1C(OC2=C1C=CC=C2)=NO (benzofuran-2,3-dione 3-(O-methyl-oxime) 2-oxime), [OH-].[Na+] (sodium hydroxide). The solvent is O (water). Run at temperature 5 celsius. Yields the product CON=C1C(OC2=C1C=CC=C2)=NOCCO (benzofuran-2,3-dione 2-[O-(2-hydroxy-ethyl)-oxime] 3-(O-methyl-oxime)). The yield is 60.5%. As a reaction SMILES: [CH2:1]1[O:3][CH2:2]1.[CH3:4][O:5][N:6]=[C:7]1[C:11]2[CH:12]=[CH:13][CH:14]=[CH:15][C:10]=2[O:9][C:8]1=[N:16][OH:17].[OH-].[Na+]>O>[CH3:4][O:5][N:6]=[C:7]1[C:11]2[CH:12]=[CH:13][CH:14]=[CH:15][C:10]=2[O:9][C:8]1=[N:16][O:17][CH2:1][CH2:2][OH:3] |f:2.3|. Reported procedure: At 20° C., 264.3 g (6.0 mol) of ethylene oxide are passed into a solution of 192.2 g (1.0 mol) of benzofuran-2,3-dione 3-(O-methyl-oxime) 2-oxime in 2 1 of water over a period of 85 minutes. The solution is cooled to 5° C. and 70 g (1.06 mol) of sodium hydroxide pellets are added, on which the temperature increases to 10° C. The mixture is stirred without further cooling for another 165 minutes and the precipitate that has formed is filtered off with suction, washed with 500 ml of ice-water a li... Starting materials: OC=1C=C(C(=O)OC)C=CC1 (methyl 3-hydroxybenzoate), ClC1=NC=C(C=C1)[N+](=O)[O-] (2-chloro-5-nitropyridine), C([O-])([O-])=O.[K+].[K+] (potassium carbonate), CN(C=O)C (N,N-dimethylformamide). The solvent is O (water). Run at temperature 60 celsius, time 3 hour. Yields the product [N+](=O)([O-])C=1C=CC(=NC1)OC=1C=C(C(=O)OC)C=CC1 (methyl 3-[(5-nitropyridin-2-yl)oxy]benzoate). The yield is 103.0%. As a reaction SMILES: [OH:1][C:2]1[CH:3]=[C:4]([CH:9]=[CH:10][CH:11]=1)[C:5]([O:7][CH3:8])=[O:6].Cl[C:13]1[CH:18]=[CH:17][C:16]([N+:19]([O-:21])=[O:20])=[CH:15][N:14]=1.C(=O)([O-])[O-].[K+].[K+].CN(C)C=O>O>[N+:19]([C:16]1[CH:17]=[CH:18][C:13]([O:1][C:2]2[CH:3]=[C:4]([CH:9]=[CH:10][CH:11]=2)[C:5]([O:7][CH3:8])=[O:6])=[N:14][CH:15]=1)([O-:21])=[O:20] |f:2.3.4|. Procedure details: A mixture of methyl 3-hydroxybenzoate (8.14 g, 53.5 g), 2-chloro-5-nitropyridine (8.08 g, 51.0 mmol), potassium carbonate (11.1 g, 80.3 mmol) and N,N-dimethylformamide (100 mL) was stirred at 60° C. for 3 hr. The reaction mixture was diluted with water and extracted with ethyl acetate. The organic layer was washed with water and saturated brine, dried over anhydrous magnesium sulfate and filtrated. The filtrate was concentrated under reduced pressure, and the residue was collected by filtration ... The reactants are C1=CC(=CC=C1[O-])S(=O)(=O)[O-].[Na+].[Na+] (disodium p-phenolsulfonate), ClC(C(=O)Cl)CCCCCCC (2-chlorononanoyl chloride). Yields the product ClC(C(=O)OC1=CC=C(C=C1)S(=O)(=O)[O-])CCCCCCC.[Na+] (Sodium 4-(2-chlorononanoyloxy)benzene sulfonate). The yield is 68.0%. RXN SMILES: [CH:1]1[C:6]([O-:7])=[CH:5][CH:4]=[C:3]([S:8]([O-:11])(=[O:10])=[O:9])[CH:2]=1.[Na+:12].[Na+].[Cl:14][CH:15]([CH2:19][CH2:20][CH2:21][CH2:22][CH2:23][CH2:24][CH3:25])[C:16](Cl)=[O:17]>>[Cl:14][CH:15]([CH2:19][CH2:20][CH2:21][CH2:22][CH2:23][CH2:24][CH3:25])[C:16]([O:7][C:6]1[CH:1]=[CH:2][C:3]([S:8]([O-:11])(=[O:9])=[O:10])=[CH:4][CH:5]=1)=[O:17].[Na+:12] |f:0.1.2,4.5|. Reported procedure: Anhydrous disodium p-phenolsulfonate (28.5 g; 0.130 mole) and 30.3 g (0.1436 mole) of 2-chlorononanoyl chloride were combined in a 500 ml round-bottomed flask. The flask was then immersed in an oil bath which had been preheated to 110° C. Within five minutes an exothermic reaction occurred which caused the entire mixture to congeal. After cooling, the mixture was triturated three times with 150-200 ml portions of ether and the product was vacuum dried. Elemental and nmr analyses of the resulting... The reactants are N(=[N+]=[N-])C(C)C=1C=CC(=NC1)F (5-(1-azido-ethyl)-2-fluoro-pyridine), title intermediate, S1C2=C(C=C1)C=CC=C2C2=C(C=NC=C2)C(C)O (1-(4-(benzo[b]thiophen-7-yl)pyridin-3-yl)ethanol). Product: N(=[N+]=[N-])C(C)C=1C=NC=CC1C1=CC=CC2=C1SC=C2 (3-(1-Azidoethyl)-4-(benzo[b]thiophen-7-yl) pyridine). As a reaction SMILES: [N:1]([CH:4]([C:6]1[CH:7]=[CH:8][C:9](F)=[N:10][CH:11]=1)[CH3:5])=[N+:2]=[N-:3].[S:13]1[CH:17]=[CH:16][C:15]2[CH:18]=[CH:19][CH:20]=[C:21](C3C=CN=CC=3C(O)C)[C:14]1=2>>[N:1]([CH:4]([C:6]1[CH:11]=[N:10][CH:9]=[CH:8][C:7]=1[C:21]1[C:14]2[S:13][CH:17]=[CH:16][C:15]=2[CH:18]=[CH:19][CH:20]=1)[CH3:5])=[N+:2]=[N-:3]. Reported procedure: Using a procedure similar to the one used for 5-(1-azido-ethyl)-2-fluoro-pyridine above, prepare the title intermediate from 1-(4-(benzo[b]thiophen-7-yl)pyridin-3-yl)ethanol as a brown oil (0.66 g, 93%). MS (ES) m/z 280 [M+1]+.